Dataset: the Open Reaction Database (ORD), a public repository of structured organic reaction records. Task: describe an organic reaction: reactants, conditions, products, and yield Yield: 98.3%. Solvent: O (water). As a reaction SMILES: O1CCCC1.[NH2:6][C:7]1[S:11][N:10]=[C:9]([C:12](=[N:16][O:17][CH3:18])[C:13](Cl)=[O:14])[N:8]=1.Cl.[NH2:20][CH:21]1[C:46](=[O:47])[N:23]2[C:24]([C:30]([O:32][CH:33]([C:40]3[CH:45]=[CH:44][CH:43]=[CH:42][CH:41]=3)[C:34]3[CH:39]=[CH:38][CH:37]=[CH:36][CH:35]=3)=[O:31])=[C:25]([CH2:28][Cl:29])[CH2:26][S:27][C@H:22]12.C(=O)([O-])O.[Na+]>O>[NH2:6][C:7]1[S:11][N:10]=[C:9]([C:12](=[N:16][O:17][CH3:18])[C:13]([NH:20][CH:21]2[C:46](=[O:47])[N:23]3[C:24]([C:30]([O:32][CH:33]([C:34]4[CH:35]=[CH:36][CH:37]=[CH:38][CH:39]=4)[C:40]4[CH:45]=[CH:44][CH:43]=[CH:42][CH:41]=4)=[O:31])=[C:25]([CH2:28][Cl:29])[CH2:26][S:27][C@H:22]23)=[O:14])[N:8]=1 |f:2.3,4.5|. Reported procedure: To a mixed solution of dichlorometahne (1000 ml) and tetrahydrofuran (200 ml) were added 2-(5-amino-1,2,4-thiadiazol-3-yl)-2-(methoxyimino)acetyl chloride (syn isomer) (64 g) and benzhydryl 7-amino-3-chloromethyl-3-cephem-4-carboxylate hydrochloride (100 g) at -15° C. The mixture was stirred at -15° C. for one hour. The reaction mixture was poured into ice-cooled water, and neutralized with sodium hydrogencarbonate. The organic layer was separated, dried over magnesium sulfate and evaporated in ... Conditions: temperature -15 celsius, time 1 hour. Yields the product NC1=NC(=NS1)C(C(=O)NC1[C@@H]2N(C(=C(CS2)CCl)C(=O)OC(C2=CC=CC=C2)C2=CC=CC=C2)C1=O)=NOC (benzhydryl 7-[2-(5-amino-1,2,4-thiadiazol-3-yl)-2-methoxyiminoacetamido]-3-chloromethyl-3-cephem-4-carboxylate). Reactants: O1CCCC1 (tetrahydrofuran), NC1=NC(=NS1)C(C(=O)Cl)=NOC (2-(5-amino-1,2,4-thiadiazol-3-yl)-2-(methoxyimino)acetyl chloride), Cl.NC1[C@@H]2N(C(=C(CS2)CCl)C(=O)OC(C2=CC=CC=C2)C2=CC=CC=C2)C1=O (benzhydryl 7-amino-3-chloromethyl-3-cephem-4-carboxylate hydrochloride), C(O)([O-])=O.[Na+] (sodium hydrogencarbonate). Reactants: BrC1=C(CN(C(OC(C)(C)C)=O)C)C=C(C=C1)[N+](=O)[O-] (tert-butyl 2-bromo-5-nitrobenzyl(methyl)carbamate), [Cl-].[NH4+] (ammonium chloride). The reagents and catalysts are [Zn] (Zinc). Run in C(C)O (ethanol). Run at time 3 hour. Yields the product NC=1C=CC(=C(CN(C(OC(C)(C)C)=O)C)C1)Br (tert-Butyl 5-amino-2-bromobenzyl(methyl)carbamate). Yield: 85.9%. Reaction SMILES: [Br:1][C:2]1[CH:17]=[CH:16][C:15]([N+:18]([O-])=O)=[CH:14][C:3]=1[CH2:4][N:5]([CH3:13])[C:6](=[O:12])[O:7][C:8]([CH3:11])([CH3:10])[CH3:9].[Cl-].[NH4+]>C(O)C.[Zn]>[NH2:18][C:15]1[CH:16]=[CH:17][C:2]([Br:1])=[C:3]([CH:14]=1)[CH2:4][N:5]([CH3:13])[C:6](=[O:12])[O:7][C:8]([CH3:9])([CH3:10])[CH3:11] |f:1.2|. Procedure: Zinc (1.042 g, 15.93 mmol) was added to a mixture of tert-butyl 2-bromo-5-nitrobenzyl(methyl)carbamate (1 g, 2.90 mmol) and ammonium chloride (3.10 g, 57.9 mmol) in ethanol (10 mL). The mixture was stirred for 3 h at rt. The mixture was concentrated. Na2CO3 (sat., 50 mL) and EtOAc (50 mL) was added and stirred for 1 h. The phases were separated and the aqueous layer was extracted with EtOAc (2×50 mL). The organics were combined, washed with brine, dried over Na2SO4 and concentrated. The crude pr... Starting materials: C1=CC=C(C=C1)NC2=CC(=CC=C2)Br (3-Bromodiphenylamine), N=1C=C(N2C1C=CC=C2)B(O)O (imidazo[1,2-a]pyridine-3-ylboronic acid), CCO (EtOH), C(=O)([O-])[O-].[Na+].[Na+] (Na2CO3). Reagents/catalysts: C=1C=CC(=CC1)[P](C=2C=CC=CC2)(C=3C=CC=CC3)[Pd]([P](C=4C=CC=CC4)(C=5C=CC=CC5)C=6C=CC=CC6)([P](C=7C=CC=CC7)(C=8C=CC=CC8)C=9C=CC=CC9)[P](C=1C=CC=CC1)(C=1C=CC=CC1)C=1C=CC=CC1 (tetrakis(triphenylphosphine)palladium). Solvent: C1(=CC=CC=C1)C (toluene). Reaction conditions: temperature 80 celsius. Yields the product N=1C=C(N2C1C=CC=C2)C=2C=C(C=CC2)NC2=CC=CC=C2 ((3-Imidazo[1,2-a]pyridin-3-yl-phenyl)-phenyl-amine). The yield is 2.3%. As a reaction SMILES: [CH:1]1[CH:6]=[CH:5][C:4]([NH:7][C:8]2[CH:13]=[CH:12][CH:11]=[C:10](Br)[CH:9]=2)=[CH:3][CH:2]=1.[N:15]1[CH:16]=[C:17](B(O)O)[N:18]2[CH:23]=[CH:22][CH:21]=[CH:20][C:19]=12.CCO.C([O-])([O-])=O.[Na+].[Na+]>C1C=CC([P]([Pd]([P](C2C=CC=CC=2)(C2C=CC=CC=2)C2C=CC=CC=2)([P](C2C=CC=CC=2)(C2C=CC=CC=2)C2C=CC=CC=2)[P](C2C=CC=CC=2)(C2C=CC=CC=2)C2C=CC=CC=2)(C2C=CC=CC=2)C2C=CC=CC=2)=CC=1.C1(C)C=CC=CC=1>[N:15]1[CH:16]=[C:17]([C:10]2[CH:9]=[C:8]([NH:7][C:4]3[CH:5]=[CH:6][CH:1]=[CH:2][CH:3]=3)[CH:13]=[CH:12][CH:11]=2)[N:18]2[CH:23]=[CH:22][CH:21]=[CH:20][C:19]=12 |f:3.4.5,^1:39,41,60,79|. Procedure: To 3-Bromodiphenylamine (0.16 g, 0.6 mmol) was added imidazo[1,2-a]pyridine-3-ylboronic acid (0.1 g, 0.6 mmol), tetrakis(triphenylphosphine)palladium (0) (35 mg, 5 mol %), EtOH (0.5 ml), toluene (0.5 ml) and 2M Na2CO3 (0.9 ml). The reaction mixture was heated at 80° C. for 6 h, before being allowed to cool and then partitioned between EtOAc and H2O. The organic fraction was separated, washed with brine, dried (MgSO4), filtered and the solvent removed in vacuo. The residue was purified by silica ... Reactants: FC1=C(C=CC=C1)C1C(CC(N1C(CNC(=O)NC1=CC(=CC=C1)C(=O)OC)=O)C(NCC(C)C)=O)S(=O)(=O)C1=CC=C(C=C1)[N+](=O)[O-] ((2RS,4SR,5RS)-5-(2-fluorophenyl)-2-isobutylcarbamoyl-1-{2-[3-(3-methoxycarbonylphenyl)ureido]acetyl}-4-(4-nitrophenyl)sulphonylpyrrolidine), [OH-].[K+] (potassium hydroxide). The solvent is CO (methanol), O (water). The product is FC1=C(C=CC=C1)C1C(CC(N1C(CNC(NC=1C=C(C(=O)O)C=CC1)=O)=O)C(NCC(C)C)=O)S(=O)(=O)C1=CC=C(C=C1)[N+](=O)[O-] ((2RS,4SR,5RS)-3-(3-{2-[5-(2-fluorophenyl)-2-isobutylcarbamoyl-4-(4-nitrophenyl)sulphonyl-1-pyrrolidinyl]-2-oxoethyl}ureido)benzoic acid). Isolated yield 45.9%. As a reaction SMILES: [F:1][C:2]1[CH:7]=[CH:6][CH:5]=[CH:4][C:3]=1[CH:8]1[N:12]([C:13](=[O:29])[CH2:14][NH:15][C:16]([NH:18][C:19]2[CH:24]=[CH:23][CH:22]=[C:21]([C:25]([O:27]C)=[O:26])[CH:20]=2)=[O:17])[CH:11]([C:30](=[O:36])[NH:31][CH2:32][CH:33]([CH3:35])[CH3:34])[CH2:10][CH:9]1[S:37]([C:40]1[CH:45]=[CH:44][C:43]([N+:46]([O-:48])=[O:47])=[CH:42][CH:41]=1)(=[O:39])=[O:38].[OH-].[K+]>CO.O>[F:1][C:2]1[CH:7]=[CH:6][CH:5]=[CH:4][C:3]=1[CH:8]1[N:12]([C:13](=[O:29])[CH2:14][NH:15][C:16](=[O:17])[NH:18][C:19]2[CH:20]=[C:21]([CH:22]=[CH:23][CH:24]=2)[C:25]([OH:27])=[O:26])[CH:11]([C:30](=[O:36])[NH:31][CH2:32][CH:33]([CH3:34])[CH3:35])[CH2:10][CH:9]1[S:37]([C:40]1[CH:45]=[CH:44][C:43]([N+:46]([O-:48])=[O:47])=[CH:42][CH:41]=1)(=[O:38])=[O:39] |f:1.2|. Procedure details: A The process is performed as described in Example 1A, but starting with 2 g of (2RS,4SR,5RS)-5-(2-fluorophenyl)-2-isobutylcarbamoyl-1-{2-[3-(3-methoxycarbonylphenyl)ureido]acetyl}-4-(4-nitrophenyl)sulphonylpyrrolidine and 0.16 g of potassium hydroxide in a mixture of 60 cm3 of methanol and 20 cm3 of distilled water. After treatment, 0.9 g of (2RS,4SR,5RS)-3-(3-{2-[5-(2-fluorophenyl)-2-isobutylcarbamoyl-4-(4-nitrophenyl)sulphonyl-1-pyrrolidinyl]-2-oxoethyl}ureido)benzoic acid is obtained [Rf=0.2...